From a dataset of the Open Reaction Database (ORD), a public repository of structured organic reaction records. describe an organic reaction: reactants, conditions, products, and yield Reactants: CCN(C(C)C)C(C)C (DIPEA), N[C@H](C(=O)N[C@H](C(=O)OC(C)(C)C)C)C(C)C ((S)-tert-butyl 2-((S)-2-amino-3-methylbutanamido)propanoate), C1(C=CC(N1C1=CC=C(C(=O)O)C=C1)=O)=O (4-maleimidobenzoic acid), CN(C)C(=[N+](C)C)ON1C2=C(C=CC=C2)N=N1.[B-](F)(F)(F)F (TBTU). The solvent is ClCCl (dichloromethane). Run at time 16 hour. Product: O=C1N(C(C=C1)=O)C1=CC=C(C(=O)N[C@H](C(=O)N[C@H](C(=O)OC(C)(C)C)C)C(C)C)C=C1 ((S)-tert-butyl 2-((S)-2-(4-(2,5-dioxo-2,5-dihydro-1H-pyrrol-1-yl)benzamido)-3-methylbutanamido)propanoate). The yield is 52.2%. Reaction SMILES: [NH2:1][C@@H:2]([CH:15]([CH3:17])[CH3:16])[C:3]([NH:5][C@@H:6]([CH3:14])[C:7]([O:9][C:10]([CH3:13])([CH3:12])[CH3:11])=[O:8])=[O:4].[C:18]1(=[O:33])[N:22]([C:23]2[CH:31]=[CH:30][C:26]([C:27](O)=[O:28])=[CH:25][CH:24]=2)[C:21](=[O:32])[CH:20]=[CH:19]1.CN(C(ON1N=NC2C=CC=CC1=2)=[N+](C)C)C.[B-](F)(F)(F)F.CCN(C(C)C)C(C)C>ClCCl>[O:32]=[C:21]1[CH:20]=[CH:19][C:18](=[O:33])[N:22]1[C:23]1[CH:31]=[CH:30][C:26]([C:27]([NH:1][C@@H:2]([CH:15]([CH3:17])[CH3:16])[C:3]([NH:5][C@@H:6]([CH3:14])[C:7]([O:9][C:10]([CH3:11])([CH3:13])[CH3:12])=[O:8])=[O:4])=[O:28])=[CH:25][CH:24]=1 |f:2.3|. Reported procedure: To a mixture of the 97 (100 mg, 0.41 mmol) and 4-maleimidobenzoic acid (101) (98 mg, 0.45 mmol) was added dichloromethane (5 mL), followed by TBTU (157 mg, 0.49 mmol) and DIPEA (212 uL, 1.23 mmol). The mixture was stirred at an ambient temperature for 16 h and then purified on a 2 mm radial chromatotron plate eluting with 50% ethyl acetate in hexanes to give 95 mg (51%) of 100: 1H-NMR (400 MHz, CDCl3) δ 7.85 (d, J=6.6 Hz, 2H), 7.42 (d, J=6.6 Hz, 2H), 6.81 (s, 2H), 6.38 (bs, 1H), 4.43 (m, 2H), 2.... As a reaction SMILES: [BH4-:20].[CH3:14][CH2:15][CH2:16][NH2:17].[CH3:18][OH:19].[CH:1]1([CH2:4][C:5](=[O:6])[c:7]2[cH:8][cH:9][c:10]([F:13])[cH:11][cH:12]2)[CH2:2][CH2:3]1.[Cl-:25].[Cl-:26].[Cl-:27].[Cl-:28].[Cl:22][CH2:23][Cl:24].[Na+:21].[Ti+4:29]>>[CH:1]1([CH2:4][CH:5]([c:7]2[cH:8][cH:9][c:10]([F:13])[cH:11][cH:12]2)[NH:17][CH2:16][CH2:15][CH3:14])[CH2:2][CH2:3]1. Yields the product CCCNC(CC1CC1)c1ccc(F)cc1. Reactants: [BH4-], CCCN, CO, O=C(CC1CC1)c1ccc(F)cc1, [Cl-], [Cl-], [Cl-], [Cl-], ClCCl, [Na+], [Ti+4]. Reactants: CCCCCC, CC(C)NC(C)C, O=C(Nc1ccc(Cl)cc1)N1CCC(c2ccc(Cl)cc2)=N1, CCOC(=O)Cl, [Li]CCCC, C1CCOC1. Product: CCOC(=O)C1CN(C(=O)Nc2ccc(Cl)cc2)N=C1c1ccc(Cl)cc1. Reaction SMILES: [CH3:46][CH2:47][CH2:48][CH2:49][CH2:50][CH3:51].[CH:23]([NH:24][CH:25]([CH3:26])[CH3:27])([CH3:28])[CH3:29].[Cl:1][c:2]1[cH:3][cH:4][c:5]([NH:8][C:9](=[O:10])[N:11]2[N:12]=[C:13]([c:16]3[cH:17][cH:18][c:19]([Cl:22])[cH:20][cH:21]3)[CH2:14][CH2:15]2)[cH:6][cH:7]1.[Cl:35][C:36](=[O:37])[O:38][CH2:39][CH3:40].[Li:30][CH2:31][CH2:32][CH2:33][CH3:34].[O:41]1[CH2:42][CH2:43][CH2:44][CH2:45]1>>[Cl:1][c:2]1[cH:3][cH:4][c:5]([NH:8][C:9](=[O:10])[N:11]2[N:12]=[C:13]([c:16]3[cH:17][cH:18][c:19]([Cl:22])[cH:20][cH:21]3)[CH:14]([C:36](=[O:37])[O:38][CH2:39][CH3:40])[CH2:15]2)[cH:6][cH:7]1. Starting materials: CN(Cc1cccc(Br)c1)C1CC(C(=O)O)N(Cc2ccccc2)C1, ClCCCl, N#Cc1ccccc1N1CCNCC1, CN(C)C=O, On1nnc2ccccc21. Yields the product CN(Cc1cccc(Br)c1)C1CC(C(=O)N2CCN(c3ccccc3C#N)CC2)N(Cc2ccccc2)C1. As a reaction SMILES: [CH2:1]([c:2]1[cH:3][cH:4][cH:5][cH:6][cH:7]1)[N:8]1[CH:9]([C:23](=[O:24])[OH:25])[CH2:10][CH:11]([N:13]([CH3:14])[CH2:15][c:16]2[cH:17][c:18]([Br:22])[cH:19][cH:20][cH:21]2)[CH2:12]1.[CH2:26]([Cl:27])[CH2:28][Cl:29].[N:40]1([c:46]2[c:47]([C:48]#[N:49])[cH:50][cH:51][cH:52][cH:53]2)[CH2:41][CH2:42][NH:43][CH2:44][CH2:45]1.[O:54]=[CH:55][N:56]([CH3:57])[CH3:58].[OH:30][n:31]1[c:32]2[c:33]([cH:34][cH:35][cH:36][cH:37]2)[n:38][n:39]1>>[CH2:1]([c:2]1[cH:3][cH:4][cH:5][cH:6][cH:7]1)[N:8]1[CH:9]([C:23](=[O:25])[N:43]2[CH2:42][CH2:41][N:40]([c:46]3[c:47]([C:48]#[N:49])[cH:50][cH:51][cH:52][cH:53]3)[CH2:45][CH2:44]2)[CH2:10][CH:11]([N:13]([CH3:14])[CH2:15][c:16]2[cH:17][c:18]([Br:22])[cH:19][cH:20][cH:21]2)[CH2:12]1. The reactants are CC#N, CCN(C(C)C)C(C)C, O=c1[nH]cnc2cc(F)cc(F)c12, O=P(Cl)(Cl)Cl. Product: Fc1cc(F)c2c(Cl)ncnc2c1. As a reaction SMILES: [CH3:28][C:29]#[N:30].[CH:19]([N:20]([CH:21]([CH3:22])[CH3:23])[CH2:24][CH3:25])([CH3:26])[CH3:27].[F:6][c:7]1[c:8]2[c:9](=[O:18])[nH:10][cH:11][n:12][c:13]2[cH:14][c:15]([F:17])[cH:16]1.[P:1]([Cl:2])([Cl:3])([Cl:4])=[O:5]>>[Cl:3][c:9]1[c:8]2[c:7]([F:6])[cH:16][c:15]([F:17])[cH:14][c:13]2[n:12][cH:11][n:10]1.